This data is from the Open Reaction Database (ORD), a public repository of structured organic reaction records. The task is: describe an organic reaction: reactants, conditions, products, and yield The reactants are CN1CCc2ccc(Nc3nccc(-c4c(-c5cccc(NC(=O)Cc6cccs6)c5)nn5ccccc45)n3)cc2C1, CCO, O=C(Nc1cccc(-c2nn3ccccc3c2-c2ccnc(Cl)n2)c1)C(F)(F)F, Cl, Nc1cccc(F)c1. The product is O=C(Nc1cccc(-c2nn3ccccc3c2-c2ccnc(Nc3cccc(F)c3)n2)c1)C(F)(F)F. Reaction SMILES: [CH3:39][N:40]1[CH2:41][CH2:42][c:43]2[c:44]([cH:45][c:46]([NH:47][c:48]3[n:49][c:50](-[c:51]4[c:52](-[c:53]5[cH:54][c:55]([NH:56][C:57](=[O:58])[CH2:59][c:60]6[s:61][cH:62][cH:63][cH:64]6)[cH:65][cH:66][cH:67]5)[n:68][n:69]5[cH:70][cH:71][cH:72][cH:73][c:74]45)[cH:75][cH:76][n:77]3)[cH:78][cH:79]2)[CH2:80]1.[CH3:81][CH2:82][OH:83].[Cl:1][c:2]1[n:3][cH:4][cH:5][c:6](-[c:8]2[c:9](-[c:17]3[cH:18][c:19]([NH:23][C:24]([C:25]([F:26])([F:27])[F:28])=[O:29])[cH:20][cH:21][cH:22]3)[n:10][n:11]3[c:12]2[cH:13][cH:14][cH:15][cH:16]3)[n:7]1.[ClH:38].[NH2:30][c:31]1[cH:32][cH:33][cH:34][c:35]([F:36])[cH:37]1>>[c:2]1([NH:30][c:31]2[cH:32][cH:33][cH:34][c:35]([F:36])[cH:37]2)[n:3][cH:4][cH:5][c:6](-[c:8]2[c:9](-[c:17]3[cH:18][c:19]([NH:23][C:24]([C:25]([F:26])([F:27])[F:28])=[O:29])[cH:20][cH:21][cH:22]3)[n:10][n:11]3[c:12]2[cH:13][cH:14][cH:15][cH:16]3)[n:7]1.